Dataset: the Open Reaction Database (ORD), a public repository of structured organic reaction records. Task: describe an organic reaction: reactants, conditions, products, and yield Starting materials: C1=CC(=CC=C1C(=O)O)C(C(F)(F)F)(C(F)(F)F)O (4-(2-hydroxyhexafluoroisopropyl) benzoic acid), CNCCC1=CC=CC=C1 (N-methylphenethylamine). The solvent is C1CCOC1 (THF). Conditions: time 10 minute. Product: C(CC1=CC=CC=C1)N(C(C1=CC=C(C=C1)C(C(F)(F)F)(C(F)(F)F)O)=O)C (N-phenethyl-N-methyl4-[2,2,2-trifluoro-1-hydroxy-1-(trifluoromethyl) ethyl]benzamide). Reaction SMILES: [CH:1]1[C:6]([C:7]([OH:9])=O)=[CH:5][CH:4]=[C:3]([C:10]([OH:19])([C:15]([F:18])([F:17])[F:16])[C:11]([F:14])([F:13])[F:12])[CH:2]=1.[CH3:20][NH:21][CH2:22][CH2:23][C:24]1[CH:29]=[CH:28][CH:27]=[CH:26][CH:25]=1>C1COCC1>[CH2:22]([N:21]([CH3:20])[C:7](=[O:9])[C:6]1[CH:5]=[CH:4][C:3]([C:10]([OH:19])([C:11]([F:13])([F:14])[F:12])[C:15]([F:16])([F:18])[F:17])=[CH:2][CH:1]=1)[CH2:23][C:24]1[CH:29]=[CH:28][CH:27]=[CH:26][CH:25]=1. Procedure: CDl (194.4 mg, 1.2 mmol) is added to the solution of 4-(2-hydroxyhexafluoroisopropyl) benzoic acid (288 mg, 1 mmol) in THF (10 mL) at room temperature. The reaction mixture is stirred for 10 minutes and N-methylphenethylamine (0.174 mL, 1.2 mmol) is introduced. The reaction mixture is then stirred for 14 hours. The solvent is removed and the residue is dissolved in EtOAc. The organic phase is washed with 1N HCl, saturated NaHCO3 and brine and dried over MgSO4. The product is obtained in pure for... Starting materials: BrC=1C(=NC=CC1)C (3-Bromo-2-methylpyridine), CC1(OB(OC1(C)C)C=1CCN(CC1)C(=O)OC(C)(C)C)C (tert-butyl 4-(4,4,5,5-tetramethyl-1,3,2-dioxaborolan-2-yl)-3,6-dihydro-2H-pyridine-1-carboxylate), C([O-])([O-])=O.[Na+].[Na+] (sodium carbonate). The reagents and catalysts are Cl[Pd]([P](C1=CC=CC=C1)(C2=CC=CC=C2)C3=CC=CC=C3)([P](C4=CC=CC=C4)(C5=CC=CC=C5)C6=CC=CC=C6)Cl (PdCl2(PPh3)2). Run in O (water), C1CCOC1 (THF), C(C)(=O)OCC (ethyl acetate). The product is CC1=NC=CC=C1C=1CCN(CC1)C(=O)OC(C)(C)C (tert-Butyl 4-(2-methyl-3-pyridyl)-3,6-dihydro-2H-pyridine-1-carboxylate). Isolated yield 76.0%. RXN SMILES: Br[C:2]1[C:3]([CH3:8])=[N:4][CH:5]=[CH:6][CH:7]=1.CC1(C)C(C)(C)OB([C:17]2[CH2:18][CH2:19][N:20]([C:23]([O:25][C:26]([CH3:29])([CH3:28])[CH3:27])=[O:24])[CH2:21][CH:22]=2)O1.C(=O)([O-])[O-].[Na+].[Na+]>C1COCC1.O.C(OCC)(=O)C.Cl[Pd](Cl)([P](C1C=CC=CC=1)(C1C=CC=CC=1)C1C=CC=CC=1)[P](C1C=CC=CC=1)(C1C=CC=CC=1)C1C=CC=CC=1>[CH3:8][C:3]1[C:2]([C:17]2[CH2:22][CH2:21][N:20]([C:23]([O:25][C:26]([CH3:29])([CH3:28])[CH3:27])=[O:24])[CH2:19][CH:18]=2)=[CH:7][CH:6]=[CH:5][N:4]=1 |f:2.3.4,^1:51,70|. Procedure: 3-Bromo-2-methylpyridine (172 mg, 1 mmol) and tert-butyl 4-(4,4,5,5-tetramethyl-1,3,2-dioxaborolan-2-yl)-3,6-dihydro-2H-pyridine-1-carboxylate (309 mg, 1 mmol) were dissolved in THF (10 ml) and combined with a solution of sodium carbonate (425 mg, 4 mmol) in water (1 ml). The mixture was purged with argon, PdCl2(PPh3)2 (35 mg, 0.05 mmol) was added and the mixture was stirred under reflux for three days, diluted with ethyl acetate (30 ml), the phases were separated and the organic layer was washe...